Dataset: the Open Reaction Database (ORD), a public repository of structured organic reaction records. Task: describe an organic reaction: reactants, conditions, products, and yield Starting materials: O=C([O-])[O-], CC1(C)OB(c2ccc3c(N)n(Cc4ccccc4F)nc3c2)OC1(C)C, CC(C)(C)OC(=O)N1CCC(c2cc(Br)c3c(N)ncnn23)CC1, [Na+], [Na+], CN(C)C=O, O, c1ccc(P(c2ccccc2)(c2ccccc2)[Pd](P(c2ccccc2)(c2ccccc2)c2ccccc2)(P(c2ccccc2)(c2ccccc2)c2ccccc2)P(c2ccccc2)(c2ccccc2)c2ccccc2)cc1. The product is CC(C)(C)OC(=O)N1CCC(c2cc(-c3ccc4c(N)n(Cc5ccccc5F)nc4c3)c3c(N)ncnn23)CC1. Reaction SMILES: [C:52](=[O:53])([O-:54])[O-:55].[F:25][c:26]1[c:27]([CH2:28][n:29]2[n:30][c:31]3[cH:32][c:33]([B:39]4[O:40][C:41]([CH3:42])([CH3:43])[C:44]([CH3:45])([CH3:46])[O:47]4)[cH:34][cH:35][c:36]3[c:37]2[NH2:38])[cH:48][cH:49][cH:50][cH:51]1.[NH2:1][c:2]1[n:3][cH:4][n:5][n:6]2[c:7]1[c:8]([Br:24])[cH:9][c:10]2[CH:11]1[CH2:12][CH2:13][N:14]([C:17](=[O:18])[O:19][C:20]([CH3:21])([CH3:22])[CH3:23])[CH2:15][CH2:16]1.[Na+:56].[Na+:57].[O:59]=[CH:60][N:61]([CH3:62])[CH3:63].[OH2:58].[cH:64]1[cH:65][cH:66][c:67]([P:68]([Pd:69]([P:70]([c:71]2[cH:72][cH:73][cH:74][cH:75][cH:76]2)([c:77]2[cH:78][cH:79][cH:80][cH:81][cH:82]2)[c:83]2[cH:84][cH:85][cH:86][cH:87][cH:88]2)([P:89]([c:90]2[cH:91][cH:92][cH:93][cH:94][cH:95]2)([c:96]2[cH:97][cH:98][cH:99][cH:100][cH:101]2)[c:102]2[cH:103][cH:104][cH:105][cH:106][cH:107]2)[P:108]([c:109]2[cH:110][cH:111][cH:112][cH:113][cH:114]2)([c:115]2[cH:116][cH:117][cH:118][cH:119][cH:120]2)[c:121]2[cH:122][cH:123][cH:124][cH:125][cH:126]2)([c:127]2[cH:128][cH:129][cH:130][cH:131][cH:132]2)[c:133]2[cH:134][cH:135][cH:136][cH:137][cH:138]2)[cH:139][cH:140]1>>[NH2:1][c:2]1[n:3][cH:4][n:5][n:6]2[c:7]1[c:8](-[c:33]1[cH:32][c:31]3[n:30][n:29]([CH2:28][c:27]4[c:26]([F:25])[cH:51][cH:50][cH:49][cH:48]4)[c:37]([NH2:38])[c:36]3[cH:35][cH:34]1)[cH:9][c:10]2[CH:11]1[CH2:12][CH2:13][N:14]([C:17](=[O:18])[O:19][C:20]([CH3:21])([CH3:22])[CH3:23])[CH2:15][CH2:16]1. Starting materials: CCOC(C)=O, C, COC(=O)c1ccc(NC(=O)OC(C)(C)C)c([N+](=O)[O-])c1, CO, [Pd]. Yields the product COC(=O)c1ccc(NC(=O)OC(C)(C)C)c(N)c1. As a reaction SMILES: [C:24]([O:25][CH2:26][CH3:27])(=[O:28])[CH3:29].[C:30].[CH3:1][O:2][C:3]([c:4]1[cH:5][c:6]([N+:18]([O-:19])=[O:20])[c:7]([NH:10][C:11](=[O:12])[O:13][C:14]([CH3:15])([CH3:16])[CH3:17])[cH:8][cH:9]1)=[O:21].[CH3:22][OH:23].[Pd:31]>>[CH3:1][O:2][C:3]([c:4]1[cH:5][c:6]([NH2:18])[c:7]([NH:10][C:11](=[O:12])[O:13][C:14]([CH3:15])([CH3:16])[CH3:17])[cH:8][cH:9]1)=[O:21]. Starting materials: COC=1C(=CC2=C(C(=NS2(=O)=O)OCC)C1)OC (5,6-dimethoxy-3-ethoxy-1,2-benzoisothiazole-1,1-dioxide), CN(C)CC1=CC=C(O1)CSCCN (2-[(5-dimethylaminomethylfuran-2-yl)methylthio]ethylamine). Solvent: C1(=CC=CC=C1)C (toluene). Product: CN(C)CC1=CC=C(O1)CSCCNC1=NS(C2=C1C=C(C(=C2)OC)OC)(=O)=O (N-[2-(5-dimethylaminomethylfuran-2-ylmethylthio)ethyl]-5,6-dimethoxy-1,2-benzoisothiazole-3-amine-1,1-dioxide). The yield is 47.5%. As a reaction SMILES: [CH3:1][O:2][C:3]1[C:4]([O:17][CH3:18])=[CH:5][C:6]2[S:10](=[O:12])(=[O:11])[N:9]=[C:8](OCC)[C:7]=2[CH:16]=1.[CH3:19][N:20]([CH2:22][C:23]1[O:27][C:26]([CH2:28][S:29][CH2:30][CH2:31][NH2:32])=[CH:25][CH:24]=1)[CH3:21]>C1(C)C=CC=CC=1>[CH3:21][N:20]([CH2:22][C:23]1[O:27][C:26]([CH2:28][S:29][CH2:30][CH2:31][NH:32][C:8]2[C:7]3[CH:16]=[C:3]([O:2][CH3:1])[C:4]([O:17][CH3:18])=[CH:5][C:6]=3[S:10](=[O:11])(=[O:12])[N:9]=2)=[CH:25][CH:24]=1)[CH3:19]. Procedure: A toluene (50 ml) solution of 5,6-dimethoxy-3-ethoxy-1,2-benzoisothiazole-1,1-dioxide (D5) (0.13 g) was heated under reflux with 2-[(5-dimethylaminomethylfuran-2-yl)methylthio]ethylamine (0.2 g) for 18 h. Evaporation of the solvent and purification of the residue by column chromatography on silica gel using 5% methanolic chloroform as eluant afforded the title compound (0.1 g). Starting materials: FB(F)F, CC(=O)[O-], CC(=O)[O-], CC(=O)[O-], ClCCl, COc1cc(OC)nc(Cc2nsc([Si](C)(C)C)c2C(=O)N(C)c2ccccc2)n1, CC(=O)O, CO, Cc1ccccc1, [Mn+3]. Yields the product COc1cc(OC)nc(Cc2nscc2C(=O)N(C)c2ccccc2)n1. Reaction SMILES: [B:40]([F:41])([F:42])[F:43].[C:51]([O-:52])(=[O:53])[CH3:54].[C:55]([O-:56])(=[O:57])[CH3:58].[C:59]([O-:60])(=[O:61])[CH3:62].[CH2:35]([Cl:36])[Cl:37].[CH3:1][N:2]([c:3]1[cH:4][cH:5][cH:6][cH:7][cH:8]1)[C:9](=[O:10])[c:11]1[c:12]([CH2:20][c:21]2[n:22][c:23]([O:29][CH3:30])[cH:24][c:25]([O:27][CH3:28])[n:26]2)[n:13][s:14][c:15]1[Si:16]([CH3:17])([CH3:18])[CH3:19].[CH3:31][C:32](=[O:33])[OH:34].[CH3:38][OH:39].[CH3:44][c:45]1[cH:46][cH:47][cH:48][cH:49][cH:50]1.[Mn+3:63]>>[CH3:1][N:2]([c:3]1[cH:4][cH:5][cH:6][cH:7][cH:8]1)[C:9](=[O:10])[c:11]1[c:12]([CH2:20][c:21]2[n:22][c:23]([O:29][CH3:30])[cH:24][c:25]([O:27][CH3:28])[n:26]2)[n:13][s:14][cH:15]1.